Dataset: the Open Reaction Database (ORD), a public repository of structured organic reaction records. Task: describe an organic reaction: reactants, conditions, products, and yield RXN SMILES: F[C:2]1[C:7]([C:8]2[CH:13]=[CH:12][CH:11]=[C:10]([N:14]3[C:18]([C:19]([F:22])([F:21])[F:20])=[C:17]([C:23]([O:25]CC)=[O:24])[CH:16]=[N:15]3)[N:9]=2)=[CH:6][C:5]([CH3:28])=[CH:4][N:3]=1.[CH3:29][C:30]1[CH:31]=[C:32]([C:38]2[CH:43]=[CH:42][C:41]([C:44]([F:47])([F:46])[F:45])=[CH:40][CH:39]=2)[CH:33]=[CH:34][C:35]=1[CH2:36][OH:37]>>[CH3:28][C:5]1[CH:6]=[C:7]([C:8]2[CH:13]=[CH:12][CH:11]=[C:10]([N:14]3[C:18]([C:19]([F:21])([F:22])[F:20])=[C:17]([C:23]([OH:25])=[O:24])[CH:16]=[N:15]3)[N:9]=2)[C:2]([O:37][CH2:36][C:35]2[CH:34]=[CH:33][C:32]([C:38]3[CH:43]=[CH:42][C:41]([C:44]([F:45])([F:46])[F:47])=[CH:40][CH:39]=3)=[CH:31][C:30]=2[CH3:29])=[N:3][CH:4]=1. The reactants are FC1=NC=C(C=C1C1=NC(=CC=C1)N1N=CC(=C1C(F)(F)F)C(=O)OCC)C (Ethyl 1-(2′-fluoro-5′-methyl-2,3′-bipyridin-6-yl)-5-(trifluoromethyl)-1H-pyrazole-4-carboxylate), CC=1C=C(C=CC1CO)C1=CC=C(C=C1)C(F)(F)F ([3-methyl-4′-(trifluoromethyl)biphenyl-4-yl]methanol). Reported procedure: The title compound was prepared according to the procedure described in Example 237 Step B, by reaction of the title compound from Example 238 Step B with [3-methyl-4′-(trifluoromethyl)biphenyl-4-yl]methanol (PCT Publication WO2005118542): LCMS m/z 612.9 [M+H]+; 1H NMR (500 MHz, acetone-d6) δ 8.18 (m, 2H), 7.91 (d, J=8.2 Hz, 2H), 7.80 (m, 3H), 7.63 (m, 2H), 5.66 (s, 2H), 2.51 (s, 3H), 2.37 (s, 3H). Product: CC=1C=C(C(=NC1)OCC1=C(C=C(C=C1)C1=CC=C(C=C1)C(F)(F)F)C)C1=NC(=CC=C1)N1N=CC(=C1C(F)(F)F)C(=O)O (5′-Methyl-2′-{[3-methyl-4′-(trifluoromethyl)biphenyl-4-yl]methoxy}-2,3′-bipyridin-6-yl-5-(trifluoromethyl)-1H-pyrazole-4-carboxylic acid).